Dataset: the Open Reaction Database (ORD), a public repository of structured organic reaction records. Task: describe an organic reaction: reactants, conditions, products, and yield Starting materials: O=C([O-])[O-], CN(C)C=O, [I-], [K+], [K+], [K+], O=[N+]([O-])c1cccc(CCl)c1, Nc1ccccc1Oc1ccc(O)cc1, O. Product: Nc1ccccc1Oc1ccc(OCc2cccc([N+](=O)[O-])c2)cc1. Reaction SMILES: [C:29](=[O:30])([O-:31])[O-:32].[CH3:35][N:36]([CH3:37])[CH:38]=[O:39].[I-:28].[K+:27].[K+:33].[K+:34].[N+:16](=[O:17])([O-:18])[c:19]1[cH:20][c:21]([CH2:22][Cl:23])[cH:24][cH:25][cH:26]1.[NH2:1][c:2]1[c:3]([O:4][c:5]2[cH:6][cH:7][c:8]([OH:11])[cH:9][cH:10]2)[cH:12][cH:13][cH:14][cH:15]1.[OH2:40]>>[NH2:1][c:2]1[c:3]([O:4][c:5]2[cH:6][cH:7][c:8]([O:11][CH2:22][c:21]3[cH:20][c:19]([N+:16](=[O:17])[O-:18])[cH:26][cH:25][cH:24]3)[cH:9][cH:10]2)[cH:12][cH:13][cH:14][cH:15]1. Reactants: [OH-].[Na+] (Sodium hydroxide), BrC1=CC=C(C=C1)CC#N (4-bromo-benzeneacetonitrile), CC (ethane). Reagents/catalysts: [Cl-].C(C1=CC=CC=C1)[N+](CC)(CC)CC (benzyltriethylammonium chloride). Solvent: ice water. Product: BrC1=CC=C(C=C1)C1(CC1)C#N (1-(4-bromophenyl)cyclopropanecarbonitrile). RXN SMILES: [OH-].[Na+].[Br:3][C:4]1[CH:9]=[CH:8][C:7]([CH2:10][C:11]#[N:12])=[CH:6][CH:5]=1.[CH3:13][CH3:14]>[Cl-].C([N+](CC)(CC)CC)C1C=CC=CC=1>[Br:3][C:4]1[CH:9]=[CH:8][C:7]([C:10]2([C:11]#[N:12])[CH2:14][CH2:13]2)=[CH:6][CH:5]=1 |f:0.1,4.5|. Reported procedure: Sodium hydroxide (50% aqueous solution, 29.3 g, 0.505 mol) was added to a mixture of 4-bromo-benzeneacetonitrile (9.80 g, 0.0500 mol), benzyltriethylammonium chloride (0.90 g, 0.0040 mol), ethane, and 1-bromo-2-chloro-(14.5 g, 0.101 mol) at 50° C. overnight. The mixture was poured into ice-water (80 mL) and was extracted with ethyl ether (4×50 mL). The combined organic phase was washed with HCl aqueous solution (1N, 20 mL) and brine (2×30 mL) successively, dried over Na2SO4, filtered, and concen... Starting materials: COC(=O)c1csc(C(=O)CBr)c1, O=C([O-])[O-], CCC(C)=O, CC1(C)CCC(C)(C)c2cc(I)c(O)cc21, [K+], [K+]. Yields the product COC(=O)c1csc(C(=O)COc2cc3c(cc2I)C(C)(C)CCC3(C)C)c1. As a reaction SMILES: [Br:17][CH2:18][C:19](=[O:20])[c:21]1[cH:22][c:23]([C:26](=[O:27])[O:28][CH3:29])[cH:24][s:25]1.[C:30](=[O:31])([O-:32])[O-:33].[CH2:36]([C:37]([CH3:38])=[O:39])[CH3:40].[I:1][c:2]1[c:3]([OH:16])[cH:4][c:5]2[c:10]([cH:11]1)[C:9]([CH3:12])([CH3:13])[CH2:8][CH2:7][C:6]2([CH3:14])[CH3:15].[K+:34].[K+:35]>>[I:1][c:2]1[c:3]([O:16][CH2:18][C:19](=[O:20])[c:21]2[cH:22][c:23]([C:26](=[O:27])[O:28][CH3:29])[cH:24][s:25]2)[cH:4][c:5]2[c:10]([cH:11]1)[C:9]([CH3:12])([CH3:13])[CH2:8][CH2:7][C:6]2([CH3:14])[CH3:15]. The reactants are CS(=O)(=O)OCc1ccc(C(=O)NCCSC(c2ccccc2)(c2ccccc2)c2ccccc2)cc1, CC#N, [F-], O=C(O)C(F)(F)F, [K+]. Product: O=C(NCCSC(c1ccccc1)(c1ccccc1)c1ccccc1)c1ccc(CF)cc1. RXN SMILES: [C:3]([c:4]1[cH:5][cH:6][cH:7][cH:8][cH:9]1)([c:10]1[cH:11][cH:12][cH:13][cH:14][cH:15]1)([c:16]1[cH:17][cH:18][cH:19][cH:20][cH:21]1)[S:22][CH2:23][CH2:24][NH:25][C:26](=[O:27])[c:28]1[cH:29][cH:30][c:31]([CH2:32][O:33][S:34]([CH3:35])(=[O:36])=[O:37])[cH:38][cH:39]1.[CH3:47][C:48]#[N:49].[F-:1].[F:40][C:41]([F:42])([F:43])[C:44]([OH:45])=[O:46].[K+:2]>>[C:3]([c:4]1[cH:5][cH:6][cH:7][cH:8][cH:9]1)([c:10]1[cH:11][cH:12][cH:13][cH:14][cH:15]1)([c:16]1[cH:17][cH:18][cH:19][cH:20][cH:21]1)[S:22][CH2:23][CH2:24][NH:25][C:26](=[O:27])[c:28]1[cH:29][cH:30][c:31]([CH2:32][F:40])[cH:38][cH:39]1. The reactants are ClC1=CC=C2CCN(C2=C1)C=1C2=C(N=CN1)NC(=C2)C2=CC=C(C=C2)[N+](=O)[O-] (4-(6-Chloro-2,3-dihydroindol-1-yl)-6-(4-nitro-phenyl)-7H-pyrrolo[2,3-d]-pyrimidine). The reagents and catalysts are [Ni] (Raney nickel). The product is ClC1=CC=C2CCN(C2=C1)C=1C2=C(N=CN1)NC(=C2)C2=CC=C(C=C2)N (4-(6-Chloro-2,3-dihydroindol-1-yl)-6-(4-amino-phenyl)-7H-pyrrolo[2,3-d]-pyrimidine). Reaction SMILES: [Cl:1][C:2]1[CH:10]=[C:9]2[C:5]([CH2:6][CH2:7][N:8]2[C:11]2[C:12]3[CH:19]=[C:18]([C:20]4[CH:25]=[CH:24][C:23]([N+:26]([O-])=O)=[CH:22][CH:21]=4)[NH:17][C:13]=3[N:14]=[CH:15][N:16]=2)=[CH:4][CH:3]=1>[Ni]>[Cl:1][C:2]1[CH:10]=[C:9]2[C:5]([CH2:6][CH2:7][N:8]2[C:11]2[C:12]3[CH:19]=[C:18]([C:20]4[CH:25]=[CH:24][C:23]([NH2:26])=[CH:22][CH:21]=4)[NH:17][C:13]=3[N:14]=[CH:15][N:16]=2)=[CH:4][CH:3]=1. Procedure: This product is obtained in a manner analogous to that described in Example 7 by hydrogenation of 4-(6-chloro-2,3-dihydroindol-1-yl)-6-(4-nitro-phenyl)-7H-pyrrolo[2,3-d]-pyrimidine (Example 8) with Raney nickel. Starting materials: CC(NCc1ccccn1)C(=O)N(C)C, COc1ccccc1C1(Cl)C(=O)Nc2ccc(Cl)cc21. Product: COc1ccccc1C1(N(Cc2ccccn2)C(C)C(=O)N(C)C)C(=O)Nc2ccc(Cl)cc21. Reaction SMILES: [CH3:21][N:22]([C:23]([CH:24]([CH3:25])[NH:26][CH2:27][c:28]1[n:29][cH:30][cH:31][cH:32][cH:33]1)=[O:34])[CH3:35].[Cl:1][C:2]1([c:13]2[c:14]([O:19][CH3:20])[cH:15][cH:16][cH:17][cH:18]2)[C:3](=[O:12])[NH:4][c:5]2[cH:6][cH:7][c:8]([Cl:11])[cH:9][c:10]21>>[C:2]1([c:13]2[c:14]([O:19][CH3:20])[cH:15][cH:16][cH:17][cH:18]2)([N:26]([CH:24]([C:23]([N:22]([CH3:21])[CH3:35])=[O:34])[CH3:25])[CH2:27][c:28]2[n:29][cH:30][cH:31][cH:32][cH:33]2)[C:3](=[O:12])[NH:4][c:5]2[cH:6][cH:7][c:8]([Cl:11])[cH:9][c:10]21. Procedure details: Combine isopropanol (500 g), 2,2,3,3-tetrafluoropropylbenzaldehyde (116.8 g), and 6-fluorotryptamine (1.15 equiv.). Heat to reflux over about 1.5 hour. After 30 minutes at the reflux, distill and over 30 minutes collect about 380 g of distillate. Cool the reaction mixture to 50° C. and add NaBH4 (19.71 g) in one portion. After 1 hour at 50° C., slowly add water over 15 minutes and allow the resulting solution to cool to room temperature overnight. Distill the isopropanol under reduced pressure t... Run at temperature 50 celsius, time 30 minute. Reaction SMILES: [F:1][C:2]([F:15])([CH:12]([F:14])[F:13])[CH2:3]C1C=CC=CC=1C=O.[F:16][C:17]1[CH:18]=[C:19]2[C:26](=[CH:27][CH:28]=1)[C:22]([CH2:23][CH2:24][NH2:25])=[CH:21][NH:20]2.[CH:29]([OH:32])([CH3:31])[CH3:30]>>[F:16][C:17]1[CH:18]=[C:19]2[C:26]([C:22]([CH2:23][CH2:24][NH:25][CH2:27][C:28]3[CH:17]=[CH:18][CH:31]=[C:29]([O:32][CH2:3][C:2]([F:1])([F:15])[CH:12]([F:14])[F:13])[CH:30]=3)=[CH:21][NH:20]2)=[CH:27][CH:28]=1. Product: FC1=CC=C2C(=CNC2=C1)CCNCC1=CC(=CC=C1)OCC(C(F)F)(F)F (N-(2-(6-Fluoro-1H-indol-3-yl)ethyl)-3-(2,2,3,3-tetrafluoropropoxy)benzylamine). Starting materials: FC(CC1=C(C=O)C=CC=C1)(C(F)F)F (2,2,3,3-tetrafluoropropylbenzaldehyde), FC=1C=C2NC=C(CCN)C2=CC1 (6-fluorotryptamine), C(C)(C)O (isopropanol). Starting materials: C(C1=CC=CC=C1)OC1=CC=C(C=C1)C1CC(CCC1)=CC(=O)OCC (ethyl {3-[4-(benzyloxy)phenyl]cyclohexylidene}acetate), NC1=CC=C(C=C1)C1CC(CCC1)CC(=O)OCC (Ethyl [3-(4-aminophenyl)cyclohexyl]acetate), BrC1=CC=C(C=C1)[C@H]1CC(CC1)=O ((3R)-3-(4-bromophenyl)cyclopentanone). Yields the product BrC1=CC=C(C=C1)[C@H]1CC(CC1)=CC(=O)OCC (Ethyl [(3R)-3-(4-bromophenyl)cyclopentylidene]acetate). As a reaction SMILES: C(O[C:9]1[CH:14]=[CH:13][C:12]([CH:15]2[CH2:20][CH2:19]C[C:17](=[CH:21][C:22]([O:24][CH2:25][CH3:26])=[O:23])[CH2:16]2)=[CH:11][CH:10]=1)C1C=CC=CC=1.NC1C=CC(C2CCCC(CC(OCC)=O)C2)=CC=1.[Br:46]C1C=CC([C@@H]2CCC(=O)C2)=CC=1>>[Br:46][C:9]1[CH:10]=[CH:11][C:12]([C@@H:15]2[CH2:20][CH2:19][C:17](=[CH:21][C:22]([O:24][CH2:25][CH3:26])=[O:23])[CH2:16]2)=[CH:13][CH:14]=1. Procedure: Following the general procedure described for ethyl {3-[4-(benzyloxy)phenyl]cyclohexylidene}acetate (Intermediate 89 (ii)), replacing 3-[4-(benzyloxy)phenyl]cyclohexanone with (3R)-3-(4-bromophenyl)cyclopentanone the title compound was obtained; 1H NMR δ1.18-1.23 (3H, m), 1.61-1.78 (1H, m), 2.06-2.20 (1H, m), 2.53-2.67 (3H, m), 2.84-3.04 (1H, m), 3.08-3.24 (1H, m), 4.01-4.10 (2H, m), 5.82-5.85 (1H, m), 7.24-7.28 (2H, m), 7.47-7.51 (2H, m); MS m/e MH+ 310. The reactants are N(=[N+]=[N-])C(C=1OC(=CC1)C)C1(COC1)C (2-[azido-(3-methyloxetan-3-yl)methyl]-5-methylfuran), [H][H] (hydrogen). The reagents and catalysts are [Pd] (palladium on carbon). Solvent: C(C)O (ethanol). The product is CC1=CC=C(O1)C(C1(COC1)C)N (C-(5-methylfuran-2-yl)-C-(3-methyloxetan-3-yl)methylamine). Yield: 97.9%. Reaction SMILES: [N:1]([CH:4]([C:11]1([CH3:15])[CH2:14][O:13][CH2:12]1)[C:5]1[O:6][C:7]([CH3:10])=[CH:8][CH:9]=1)=[N+]=[N-].[H][H]>C(O)C.[Pd]>[CH3:10][C:7]1[O:6][C:5]([CH:4]([NH2:1])[C:11]2([CH3:15])[CH2:12][O:13][CH2:14]2)=[CH:9][CH:8]=1. Reported procedure: A solution of 1.68 g (8 mmol, 1 eq) of 2-[azido-(3-methyloxetan-3-yl)methyl]-5-methylfuran in 30 ml of ethanol in the presence of 252 mg (15% by weight) of palladium on carbon at 10% was stirred at hydrogen atmospheric pressure for 3 hours. The reaction medium was filtered and the filtrate was evaporated. 1.42 g of C-(5-methylfuran-2-yl)-C-(3-methyloxetan-3-yl)methylamine were obtained in the form of a greenish oil. Yield=98%.